This data is from the Open Reaction Database (ORD), a public repository of structured organic reaction records. The task is: describe an organic reaction: reactants, conditions, products, and yield Starting materials: C(#CCCCCCCCCCC)C1=CC=C(C=O)C=C1 (4-dodec-1-ynylbenzaldehyde), ClC=1C=C(C=CC1Cl)CCN (2-(3,4-dichlorophenyl)ethylamine). The product is ClC=1C=C(C=CC1Cl)CCNCC1=CC=C(C=C1)C#CCCCCCCCCCC (N-[2-(3,4-dichlorophenyl)ethyl]-N-(4-dodec-1-ynylbenzyl)amine). As a reaction SMILES: [C:1]([C:13]1[CH:20]=[CH:19][C:16]([CH:17]=O)=[CH:15][CH:14]=1)#[C:2][CH2:3][CH2:4][CH2:5][CH2:6][CH2:7][CH2:8][CH2:9][CH2:10][CH2:11][CH3:12].[Cl:21][C:22]1[CH:23]=[C:24]([CH2:29][CH2:30][NH2:31])[CH:25]=[CH:26][C:27]=1[Cl:28]>>[Cl:21][C:22]1[CH:23]=[C:24]([CH2:29][CH2:30][NH:31][CH2:17][C:16]2[CH:19]=[CH:20][C:13]([C:1]#[C:2][CH2:3][CH2:4][CH2:5][CH2:6][CH2:7][CH2:8][CH2:9][CH2:10][CH2:11][CH3:12])=[CH:14][CH:15]=2)[CH:25]=[CH:26][C:27]=1[Cl:28]. Reported procedure: The same procedure as employed in the preparation of Example 394 (step b) but using 4-dodec-1-ynylbenzaldehyde and 2-(3,4-dichlorophenyl)ethylamine gave the title compound as an oil. M+(LC/MS(ESI)): 444.4. HPLC (Condition A), Rt: 5.27 min (HPLC purity: 83.9 %). The reactants are S(O)(O)(=O)=O (sulfuric acid), [N+](=O)([O-])C1=CC(=C(C=C1)C1=CC=C(C=C1)[N+](=O)[O-])N (4,4'-dinitro-2-aminobiphenyl), S(=O)([O-])[O-].[Na+].[Na+] (sodium sulfite), S(O)(O)(=O)=O (sulfuric acid). Solvent: O (water), O (water). Run at time 2 hour. Product: [N+](=O)([O-])C1=CC(=C(C=C1)C1=CC=C(C=C1)[N+](=O)[O-])O (4,4'-dinitro-2-hydroxybiphenyl). Yield: 150.4%. As a reaction SMILES: S(=O)(=O)(O)O.[N+:6]([C:9]1[CH:14]=[CH:13][C:12]([C:15]2[CH:20]=[CH:19][C:18]([N+:21]([O-:23])=[O:22])=[CH:17][CH:16]=2)=[C:11](N)[CH:10]=1)([O-:8])=[O:7].S([O-])([O-])=[O:26].[Na+].[Na+]>O>[N+:6]([C:9]1[CH:14]=[CH:13][C:12]([C:15]2[CH:20]=[CH:19][C:18]([N+:21]([O-:23])=[O:22])=[CH:17][CH:16]=2)=[C:11]([OH:26])[CH:10]=1)([O-:8])=[O:7] |f:2.3.4|. Procedure details: In a beaker, a mixture of 15.0 mL water and 11.0 mL concentrated sulfuric acid was added to 13.0 g 4,4'-dinitro-2-aminobiphenyl, and agitation was carried out for 2 h while heating, whereupon 26.5 g crushed ice were added. An aqueous solution of 3.51 g sodium sulfite was then added dropwise while on an ice bath, and mixing was carried out for 10 min, whereupon the mixture was allowed to stand for a few minutes. A solution produced by adding 33.4 mL concentrated sulfuric acid to 25 mL water was t... Reactants: C1=C(C=CC2=CC=CC=C12)O (β-naphthol), C1=CC(=CC=C1N)N (p-phenylenediamine). Product: C1=C(C=CC2=CC=CC=C12)N (β-naphthylamine). RXN SMILES: [CH:1]1[C:10]2[C:5](=[CH:6][CH:7]=[CH:8][CH:9]=2)[CH:4]=[CH:3][C:2]=1O.C1C([NH2:18])=CC=C(N)C=1>>[CH:1]1[C:10]2[C:5](=[CH:6][CH:7]=[CH:8][CH:9]=2)[CH:4]=[CH:3][C:2]=1[NH2:18]. Reported procedure: In a prior art process, 3 mols of β-naphthol and 1 mol of p-phenylenediamine were heated together at 343° C. for 1.5 hours. 1259 ppm of undesirable β-naphthylamine was formed. It is difficult to remove this much material from the desired reaction product. When the reaction was conducted at 304° C. for 4 hours, 715 ppm of β-naphthylamine were formed. The yield for this 4 hour reaction was 94.3%. When this reaction was conducted for 4 hours at 232° C. the yield was only 68.9%. The reactants are OC1C(C(CC1)C=CC(CCCCC)O)CCCCCCC(=O)OC (methyl 7-[2-hydroxy-5-(3-hydroxy-1-octenyl)cyclopentyl]heptanoate), II (iodine), ICI (diiodomethane), [Cl-].[NH4+] (ammonium chloride). The reagents and catalysts are [Cu].[Zn] (zinc-copper couple). Solvent: C(C)OCC (diethyl ether), C(C)OCC (diethyl ether). Yields the product OC1C(C(CC1)C1C(C(CCCCC)O)C1)CCCCCCC(=O)OC (methyl 7-[2-hydroxy-5-(3-hydroxy-1,2-methylene-1-octyl)cyclopentyl]heptanoate). The yield is 100.0%. As a reaction SMILES: II.[OH:3][CH:4]1[CH2:8][CH2:7][CH:6]([CH:9]=[CH:10][CH:11]([OH:17])[CH2:12][CH2:13][CH2:14][CH2:15][CH3:16])[CH:5]1[CH2:18][CH2:19][CH2:20][CH2:21][CH2:22][CH2:23][C:24]([O:26][CH3:27])=[O:25].[Cl-].[NH4+].I[CH2:31]I>C(OCC)C.[Cu].[Zn]>[OH:3][CH:4]1[CH2:8][CH2:7][CH:6]([CH:9]2[CH2:31][CH:10]2[CH:11]([OH:17])[CH2:12][CH2:13][CH2:14][CH2:15][CH3:16])[CH:5]1[CH2:18][CH2:19][CH2:20][CH2:21][CH2:22][CH2:23][C:24]([O:26][CH3:27])=[O:25] |f:2.3,6.7|. Reported procedure: A suspension of zinc-copper couple (1.0 g.) (prepared by the method of R.S. Shank and H. Schechter, J. Org. Chem. (1959), 24, 1825) in diiodomethane (4.0 g.) and dry diethyl ether (10 ml.) was refluxed with a crystal of iodine for 0.5 hours. To the resulting suspension was added methyl 7-[2-hydroxy-5-(3-hydroxy-1-octenyl)cyclopentyl]heptanoate (1.0 g.) [prepared as described in Example 5] in dry diethyl ether (10 ml.) and the resulting mixture was refluxed for 24 hours. Addition of saturated amm... Starting materials: COc1ccc2c(C(=O)O)cc(-c3ccccc3)nc2c1, O=C(Cl)C(=O)Cl. Product: COc1ccc2c(C(=O)O)cc(-c3ccccc3)nc2c1, [Cl-]. RXN SMILES: [CH3:7][O:8][c:9]1[cH:10][cH:11][c:12]2[c:13]([C:25](=[O:26])[OH:27])[cH:14][c:15](-[c:19]3[cH:20][cH:21][cH:22][cH:23][cH:24]3)[n:16][c:17]2[cH:18]1.[Cl:1][C:2]([C:3]([Cl:4])=[O:5])=[O:6]>>[CH3:7][O:8][c:9]1[cH:10][cH:11][c:12]2[c:13]([C:25](=[O:26])[OH:27])[cH:14][c:15](-[c:19]3[cH:20][cH:21][cH:22][cH:23][cH:24]3)[n:16][c:17]2[cH:18]1.[Cl-:1].